The task is: describe an organic reaction: reactants, conditions, products, and yield. This data is from the Open Reaction Database (ORD), a public repository of structured organic reaction records. Reactants: CC(=O)O, CCOCC, C=[N+]=[N-], C1COCCO1, O=C1Cc2cccc(Oc3ccccc3O)c2O1. Product: COc1ccccc1Oc1cccc2c1OC(=O)C2. RXN SMILES: [CH3:22][C:23](=[O:24])[OH:25].[CH3:26][CH2:27][O:28][CH2:29][CH3:30].[N+:1](=[CH2:2])=[N-:3].[O:31]1[CH2:32][CH2:33][O:34][CH2:35][CH2:36]1.[OH:4][c:5]1[c:6]([O:7][c:8]2[cH:9][cH:10][cH:11][c:12]3[c:16]2[O:15][C:14](=[O:17])[CH2:13]3)[cH:18][cH:19][cH:20][cH:21]1>>[O:4]([c:5]1[c:6]([O:7][c:8]2[cH:9][cH:10][cH:11][c:12]3[c:16]2[O:15][C:14](=[O:17])[CH2:13]3)[cH:18][cH:19][cH:20][cH:21]1)[CH3:22]. Reactants: O=C([O-])O, CC(C)=O, CCOC(C)=O, C=C(OCC)c1ccc(C(=O)NCc2ccc(Oc3ccccc3)s2)c(N)n1, [Na+], O, O=S(=O)(O)O. Product: CC(=O)c1ccc(C(=O)NCc2ccc(Oc3ccccc3)s2)c(N)n1. RXN SMILES: [C:38](=[O:39])([OH:40])[O-:41].[CH3:29][C:30](=[O:31])[CH3:32].[CH3:43][CH2:44][O:45][C:46](=[O:47])[CH3:48].[NH2:1][c:2]1[c:3]([C:4](=[O:5])[NH:6][CH2:7][c:8]2[s:9][c:10]([O:13][c:14]3[cH:15][cH:16][cH:17][cH:18][cH:19]3)[cH:11][cH:12]2)[cH:20][cH:21][c:22]([C:24](=[CH2:25])[O:26][CH2:27][CH3:28])[n:23]1.[Na+:42].[OH2:49].[S:33](=[O:34])(=[O:35])([OH:36])[OH:37]>>[NH2:1][c:2]1[c:3]([C:4](=[O:5])[NH:6][CH2:7][c:8]2[s:9][c:10]([O:13][c:14]3[cH:15][cH:16][cH:17][cH:18][cH:19]3)[cH:11][cH:12]2)[cH:20][cH:21][c:22]([C:24]([CH3:25])=[O:26])[n:23]1. The reactants are CC1(OCCO1)C1=CC=C(O1)CN1N=CC(=C1)N (1-[5-(2-methyl-[1,3]dioxolan-2-yl)-furan-2-ylmethyl]-1H-pyrazol-4-ylamine), COC1=C(C=CC(=C1)OC)/C=C/C(=O)O ((E)-3-(2,4-dimethoxy-phenyl)-acrylic acid), 05b. The product is C(C)(=O)C1=CC=C(O1)CN1N=CC(=C1)NC(\C=C\C1=C(C=C(C=C1)OC)OC)=O ((E)-N-[1-(5-Acetyl-furan-2-ylmethyl)-1H-pyrazol-4-yl]-3-(2,4-dimethoxy-phenyl)-acrylamide). As a reaction SMILES: [CH3:1][C:2]1([C:7]2[O:11][C:10]([CH2:12][N:13]3[CH:17]=[C:16]([NH2:18])[CH:15]=[N:14]3)=[CH:9][CH:8]=2)[O:6]CCO1.[CH3:19][O:20][C:21]1[CH:26]=[C:25]([O:27][CH3:28])[CH:24]=[CH:23][C:22]=1/[CH:29]=[CH:30]/[C:31](O)=[O:32]>>[C:2]([C:7]1[O:11][C:10]([CH2:12][N:13]2[CH:17]=[C:16]([NH:18][C:31](=[O:32])/[CH:30]=[CH:29]/[C:22]3[CH:23]=[CH:24][C:25]([O:27][CH3:28])=[CH:26][C:21]=3[O:20][CH3:19])[CH:15]=[N:14]2)=[CH:9][CH:8]=1)(=[O:6])[CH3:1]. Procedure details: Following general procedure B followed by T, starting from 1-[5-(2-methyl-[1,3]dioxolan-2-yl)-furan-2-ylmethyl]-1H-pyrazol-4-ylamine and (E)-3-(2,4-dimethoxy-phenyl)-acrylic acid. LC-MS-conditions 05b: tR=0.93 min; [M+H]+=396.15. Yields the product C(C1=CC=CC=C1)OC1=C(C=C(C(=C1)OCC1=CC=CC=C1)C1=C(C=CC(=C1)C(C)C)OC)C1=NN=NN1C1CNCC1 (4,6-Bis-benzyloxy-5′-isopropyl-2′-methoxy-biphenyl-3-yl-1-pyrrolidin-3-yl-1H-tetrazole). RXN SMILES: [CH2:1]([O:8][C:9]1[CH:14]=[C:13]([O:15][CH2:16][C:17]2[CH:22]=[CH:21][CH:20]=[CH:19][CH:18]=2)[C:12]([C:23]2[CH:28]=[C:27]([CH:29]([CH3:31])[CH3:30])[CH:26]=[CH:25][C:24]=2[O:32][CH3:33])=[CH:11][C:10]=1[C:34]1[N:38]([CH:39]2[CH2:44][CH2:43]C[NH:41][CH2:40]2)[N:37]=[N:36][N:35]=1)[C:2]1[CH:7]=[CH:6][CH:5]=[CH:4][CH:3]=1.C(OC(N1CCC(N2C(C3C=C(C4C=C(C(C)C)C=CC=4OC)C(OCC4C=CC=CC=4)=CC=3OCC3C=CC=CC=3)=NN=N2)C1)=O)(C)(C)C>>[CH2:1]([O:8][C:9]1[CH:14]=[C:13]([O:15][CH2:16][C:17]2[CH:18]=[CH:19][CH:20]=[CH:21][CH:22]=2)[C:12]([C:23]2[CH:28]=[C:27]([CH:29]([CH3:31])[CH3:30])[CH:26]=[CH:25][C:24]=2[O:32][CH3:33])=[CH:11][C:10]=1[C:34]1[N:38]([CH:39]2[CH2:44][CH2:43][NH:41][CH2:40]2)[N:37]=[N:36][N:35]=1)[C:2]1[CH:3]=[CH:4][CH:5]=[CH:6][CH:7]=1. Procedure: This product was prepared using the same procedure as for compound 35 except 3-[5-(4,6-bis-benzyloxy-5′-isopropyl-2′-methoxy-biphenyl-3-yl)-tetrazol-1-yl]-pyrrolidine-1-carboxylic tert-butyl ester was used as starting material. M.p.: 85-87° C.; 400 MHz 1H NMR (DMSO-d6) δ: 7.34-7.10 (m, 15H), 6.96 (d, J=7.6 Hz, 1H), 5.26 (s, 2H), 5.21 (s, 2H), 4.79 (br s, 1H), 3.67 (s, 3H), 3.01 (m, 2H), 2.81 (m, 2H), 2.07 (m, 2H), 1.92 (m, 1H), 1.16 (d, J=6.0 Hz, 6H); LCMS: 576 [M+H]. Starting materials: C(C1=CC=CC=C1)OC1=C(C=C(C(=C1)OCC1=CC=CC=C1)C1=C(C=CC(=C1)C(C)C)OC)C1=NN=NN1C1CNCCC1 (5-(4,6-bis-benzyloxy-5′-isopropyl-2′-methoxy-biphenyl-3-yl)-1-piperidin-3-yl-1H-tetrazole), C(C)(C)(C)OC(=O)N1CC(CC1)N1N=NN=C1C=1C=C(C(=CC1OCC1=CC=CC=C1)OCC1=CC=CC=C1)C1=C(C=CC(=C1)C(C)C)OC (3-[5-(4,6-bis-benzyloxy-5′-isopropyl-2′-methoxy-biphenyl-3-yl)-tetrazol-1-yl]-pyrrolidine-1-carboxylic tert-butyl ester). Reactants: S(=O)([O-])S(=O)[O-].[Na+].[Na+] (sodium dithionite), S(=O)([O-])S(=O)[O-].[Na+].[Na+] (sodium hydrosulfite), ClCCCCNC1=C(C(=NC(=C1[N+](=O)[O-])OC1=CC=CC=C1)C)C (N-(4-chlorobutyl)-2,3-dimethyl-5-nitro-6-phenoxypyridin-4-amine), C(C)O (ethanol), S(=O)([O-])S(=O)[O-].[Na+].[Na+] (sodium dithionite). The solvent is O (water). Run at time 1.5 hour. Product: ClCCCCNC1=C(C(=NC(=C1C)C)OC1=CC=CC=C1)N (N4-(4-chlorobutyl)-5,6-dimethyl-2-phenoxypyridine-3,4-diamine). The yield is 87.4%. As a reaction SMILES: S(S([O-])=O)([O-])=O.[Na+].[Na+].[Cl:9][CH2:10][CH2:11][CH2:12][CH2:13][NH:14][C:15]1[C:20]([N+:21]([O-])=O)=[C:19]([O:24][C:25]2[CH:30]=[CH:29][CH:28]=[CH:27][CH:26]=2)[N:18]=[C:17]([CH3:31])[C:16]=1[CH3:32].C(O)C>O>[Cl:9][CH2:10][CH2:11][CH2:12][CH2:13][NH:14][C:15]1[C:16]([CH3:32])=[C:17]([CH3:31])[N:18]=[C:19]([O:24][C:25]2[CH:26]=[CH:27][CH:28]=[CH:29][CH:30]=2)[C:20]=1[NH2:21] |f:0.1.2|. Reported procedure: A solution of sodium dithionite (35.13 g, 171.5 mmol), available as approximately 85% pure sodium hydrosulfite, in water (130 mL) was added to a mixture of N-(4-chlorobutyl)-2,3-dimethyl-5-nitro-6-phenoxypyridin-4-amine (12 g, 34 mmol) and ethanol (340 mL). The mixture was stirred for 1.5 hours. Analysis by thin layer chromatography indicated that the reaction was not complete. Solid sodium dithionite (5 g) was added and the reaction was allowed to stir for an additional 3 hours. The reaction mi... The reactants are C(C)(=N)N (acetamidine), [N+](=O)([O-])C1=C(C=CS(=O)(=O)Cl)C=CC=C1 (2-nitrostyrylsulfonyl chloride). Product: [N+](=O)([O-])C1=C(C=CS(=O)(=O)NC(C)=N)C=CC=C1 (N-(2-NITROSTYRYLSULFONYL)ACETAMIDINE). Reaction SMILES: [C:1]([NH2:4])(=[NH:3])[CH3:2].[N+:5]([C:8]1[CH:19]=[CH:18][CH:17]=[CH:16][C:9]=1[CH:10]=[CH:11][S:12](Cl)(=[O:14])=[O:13])([O-:7])=[O:6]>>[N+:5]([C:8]1[CH:19]=[CH:18][CH:17]=[CH:16][C:9]=1[CH:10]=[CH:11][S:12]([NH:3][C:1](=[NH:4])[CH3:2])(=[O:14])=[O:13])([O-:7])=[O:6]. Reported procedure: Reaction of acetamidine with 2-nitrostyrylsulfonyl chloride according to the above procedure affords N-(2-NITROSTYRYLSULFONYL)ACETAMIDINE, m.p. 175°-178° C.